From a dataset of the Open Reaction Database (ORD), a public repository of structured organic reaction records. describe an organic reaction: reactants, conditions, products, and yield Starting materials: NC=1NC(C2=C(N1)N(C=C2C2=C(C=C(C=C2C)C)C)C)=O (2-amino-5-mesityl-7-methyl-3,7-dihydro-4H-pyrrolo[2,3-d]pyrimidin-4-one), CN(C=O)C (N,N-dimethylformamide), [H-].[Na+] (sodium hydride), CI (MeI), CN(C=O)C (N,N-dimethylformamide), O (water). Reaction conditions: time 0.5 hour. Yields the product CN(C=1N(C(C2=C(N1)N(C=C2C2=C(C=C(C=C2C)C)C)C)=O)C)C (2-(Dimethylamino)-5-mesityl-3,7-dimethyl-3,7-dihydro-4H-pyrrolo[2,3-d]pyrimidin-4-one). Yield: 83.0%. As a reaction SMILES: N[C:2]1[NH:3][C:4](=O)[C:5]2[C:10]([C:11]3[C:16]([CH3:17])=[CH:15][C:14]([CH3:18])=[CH:13][C:12]=3[CH3:19])=[CH:9][N:8]([CH3:20])[C:6]=2[N:7]=1.[CH3:22][N:23]([CH3:26])[CH:24]=O.[H-].[Na+].CI.[OH2:31]>>[CH3:22][N:23]([CH3:26])[C:24]1[N:3]([CH3:2])[C:4](=[O:31])[C:5]2[C:10]([C:11]3[C:12]([CH3:19])=[CH:13][C:14]([CH3:18])=[CH:15][C:16]=3[CH3:17])=[CH:9][N:8]([CH3:20])[C:6]=2[N:7]=1 |f:2.3|. Procedure details: To a solution of 2-amino-5-mesityl-7-methyl-3,7-dihydro-4H-pyrrolo[2,3-d]pyrimidin-4-one (115 mg, 0.41 mmol) and N,N-dimethylformamide (3 ml) was added sodium hydride (60% in oil, 52 mg, 1.30 mmol) at 0° C. and stirred for 0.5 hour. After stirring at room temperature for 0.5 hour, to the mixture was added a solution of MeI (213 mg, 1.50 mmol) and N,N-dimethylformamide (1 ml) at 0° C. and stirred for 0.5 hour. After stirring at room temperature for 1 hour, the mixture was diluted with water (20 m...